From a dataset of the Open Reaction Database (ORD), a public repository of structured organic reaction records. describe an organic reaction: reactants, conditions, products, and yield The reactants are CC(=O)C=1C(=CC=CC1O)O (2,6-dihydroxyacetophenone), C(C(=O)OCC)(=O)OCC (diethyl oxalate), Cl (HCl), 1.1, [Na] (sodium). Solvent: C(C)O (ethanol), C(C)O (ethanol). Yields the product OC1=C2C(C=C(OC2=CC=C1)C(=O)OCC)=O (5-hydroxy-2-ethoxycarbonyl-chromone). Reaction SMILES: [Na].[CH3:2][C:3]([C:5]1[C:6]([OH:12])=[CH:7][CH:8]=[CH:9][C:10]=1[OH:11])=[O:4].[C:13](OCC)(=O)[C:14]([O:16][CH2:17][CH3:18])=[O:15].Cl>C(O)C>[OH:12][C:6]1[CH:7]=[CH:8][CH:9]=[C:10]2[C:5]=1[C:3](=[O:4])[CH:2]=[C:13]([C:14]([O:16][CH2:17][CH3:18])=[O:15])[O:11]2 |^1:0|. Reported procedure: 1.1 3.25 g of sodium are dissolved in portions in 300 ml of ethanol with stirring. A solution of 4.3 g of 2,6-dihydroxyacetophenone and 15.5 ml of diethyl oxalate in 25 ml of ethanol is subsequently added dropwise. The reaction mixture is subsequently heated at 80° for 3 hours. The mixture is cooled to room temperature, and 10 ml of 32% HCl are added dropwise. The mixture is heated at 90° for 30 minutes and cooled, and the solvent is removed. Conventional work-up gives 5.9 g of 5-hydroxy-2-ethox... Starting materials: Cl (hydrochloric acid), O (water), COC=1CC=2CC[C@H]3[C@@H]4CC[C@@H]([C@@]4(C)CC[C@@H]3C2CC1)O (3-methoxyestra-2,5(10)-dien-17β-ol). The solvent is CO (methanol). Run at time 15 hour. Yields the product O[C@@H]1[C@]2(C)[C@@H](CC1)[C@@H]1CCC3=CC(CC[C@@H]3[C@H]1CC2)=O (17β-Hydroxyestr-4-en-3-one). The yield is 46.5%. Reaction SMILES: C[O:2][C:3]1[CH2:4][C:5]2[CH2:6][CH2:7][C@@H:8]3[C@@H:17]([C:18]=2[CH2:19][CH:20]=1)[CH2:16][CH2:15][C@@:13]1([CH3:14])[C@H:9]3[CH2:10][CH2:11][C@@H:12]1[OH:21].Cl.O>CO>[OH:21][C@H:12]1[CH2:11][CH2:10][C@H:9]2[C@H:8]3[C@H:17]([CH2:16][CH2:15][C@:13]12[CH3:14])[C@@H:18]1[C:5](=[CH:4][C:3](=[O:2])[CH2:20][CH2:19]1)[CH2:6][CH2:7]3. Reported procedure: Dissolve dl-3-methoxyestra-2,5(10)-dien-17β-ol (0.84 g) in methanol (18 ml) containing concentrated hydrochloric acid (1.2 ml) and water (0.8 ml) and allow the mixture to stand at room temperature for 15 hours. Add water and extract the mixture with ether. Wash, dry and evaporate the ethanol solution and dissolve the residue in a little benzene. Filter through a column of alumina (25 g) with benzene-ether (7.3). Evaporate the eluates and recrystallize the residue from ether-hexane to obtain the ... The reactants are Brc1ccc(OCc2ccccc2)cc1, C1CCOC1, O=S(=O)(O)O, COc1ccc(CC(=O)c2ccc(OC)cc2)cc1. The product is COc1ccc(C=C(c2ccc(OC)cc2)c2ccc(OCc3ccccc3)cc2)cc1. As a reaction SMILES: [Br:1][c:2]1[cH:3][cH:4][c:5]([O:8][CH2:9][c:10]2[cH:11][cH:12][cH:13][cH:14][cH:15]2)[cH:6][cH:7]1.[CH2:40]1[O:41][CH2:42][CH2:43][CH2:44]1.[S:35](=[O:36])(=[O:37])([OH:38])[OH:39].[c:16]1([C:24](=[O:25])[CH2:26][c:27]2[cH:28][cH:29][c:30]([O:31][CH3:32])[cH:33][cH:34]2)[cH:17][cH:18][c:19]([O:20][CH3:21])[cH:22][cH:23]1>>[c:2]1([C:26](=[CH:24][c:16]2[cH:17][cH:18][c:19]([O:20][CH3:21])[cH:22][cH:23]2)[c:27]2[cH:28][cH:29][c:30]([O:31][CH3:32])[cH:33][cH:34]2)[cH:3][cH:4][c:5]([O:8][CH2:9][c:10]2[cH:11][cH:12][cH:13][cH:14][cH:15]2)[cH:6][cH:7]1.